From a dataset of the Open Reaction Database (ORD), a public repository of structured organic reaction records. describe an organic reaction: reactants, conditions, products, and yield Reactants: NCCCN(S(=O)(=O)C)CC1=CC(=CC=C1)C1=NC(=NC=C1)NCCC1=CC=C(C=C1)O (N-(3-Amino-propyl)-N-(3-{2-[2-(4-hydroxy-phenyl)-ethylamino]-pyrimidin-4-yl}-benzyl)-methanesulfonamide), C1(=CC=CC=C1)CS(=O)(=O)Cl (phenyl-methanesulfonyl chloride), 610. Product: OC1=CC=C(C=C1)CCNC1=NC=CC(=N1)C=1C=C(CN(CCCNS(=O)(=O)CC2=CC=CC=C2)S(=O)(=O)C)C=CC1 (N-{3-[(3-{2-[2-(4-Hydroxy-phenyl)-ethylamino]-pyrimidin-4-yl}-benzyl)-methanesulfonyl-amino]-propyl}-C-phenyl-methanesulfonamide). Reaction SMILES: [NH2:1][CH2:2][CH2:3][CH2:4][N:5]([CH2:10][C:11]1[CH:16]=[CH:15][CH:14]=[C:13]([C:17]2[CH:22]=[CH:21][N:20]=[C:19]([NH:23][CH2:24][CH2:25][C:26]3[CH:31]=[CH:30][C:29]([OH:32])=[CH:28][CH:27]=3)[N:18]=2)[CH:12]=1)[S:6]([CH3:9])(=[O:8])=[O:7].[C:33]1([CH2:39][S:40](Cl)(=[O:42])=[O:41])[CH:38]=[CH:37][CH:36]=[CH:35][CH:34]=1>>[OH:32][C:29]1[CH:28]=[CH:27][C:26]([CH2:25][CH2:24][NH:23][C:19]2[N:18]=[C:17]([C:13]3[CH:12]=[C:11]([CH:16]=[CH:15][CH:14]=3)[CH2:10][N:5]([S:6]([CH3:9])(=[O:8])=[O:7])[CH2:4][CH2:3][CH2:2][NH:1][S:40]([CH2:39][C:33]3[CH:38]=[CH:37][CH:36]=[CH:35][CH:34]=3)(=[O:42])=[O:41])[CH:22]=[CH:21][N:20]=2)=[CH:31][CH:30]=1. Procedure details: Compound 2 was coupled with phenyl-methanesulfonyl chloride following procedure D. LC-MS showed the product had the expected M+H+ of 610. 1H NMR (Varian 300 MHz, CD3OD, shifts relative to the solvent peak at 3.3 ppm) δ 8.3 (d, 1H), 8.0 (d, 1H) 7.5 (m, 3H) 7.3 (d, 2H), 7.2 (m, 4H), 6.7 (d, 4H), 4.4 (s, 2H), 4.2 (s, 2H), 3.6 (t, 2H), 3.2 (t, 2H), δ 2.9 (s, 3H), 2.7 (t, 2H), 2.7 (t, 2H), δ 1.6 (m, 2H). Starting materials: NC=1C(C(=CC(C1)=O)O)=O (2-amino-6-hydroxy-benzoquinone), C=C(C(=O)O)OP(=O)(O)O (phosphoenolpyruvate), C1[C@H]([C@@H]([C@@H](C=C1C(=O)O)O)O)N (aminoshikimate), HOYH, NC=1C=C(C(=O)O)C=C(C1)O (3-amino-5-hydroxy-benzoic acid), C1[C@H]([C@@H]([C@@H](C=C1C(=O)O)O)O)N (aminoshikimate), NC=1C(=C(C(=O)O)C=C(C1)O)O (3-amino-2,5-dihydroxy-benzoic acid), P(=O)(O)(O)OC[C@H]([C@H]([C@@H](CC(C(=O)O)=O)N)O)O (3,4-dideoxy-4-amino-D-arabino-heptulosonic acid 7-phosphate), C([C@H]([C@@H]([C@@H](COP(=O)(O)O)O)O)O)C(=O)C(=O)O (DAHP), C(C=C(C)CCC=C(C)CCC=C(C)C)C1=CC=C2C(=C3C(=CN=N2)C=CC=C3)C1=O (farnesyl dibenzodiazepinone), P(=O)(O)(O)OC[C@H]([C@H](C=O)O)O (D-erythrose-4-phosphate), NC=1C=C(C(=O)O)C=C(C1)O (3-amino-5-hydroxy-benzoic acid), P(=O)(O)(O)OC[C@H]([C@H](C=O)O)O (erythrose 4-phosphate), C1[C@H]([C@@H]([C@@H](C=C1C(=O)O)O)O)N (aminoshikimate), NC=1C(C(=CC(C1)=O)O)=O (2-amino-6-hydroxy-[1,4]-benzoquinone). Product: NC=1C=C(C=C(C1O)O)O (6-amino-benzene-1,2,4-triol). Reaction SMILES: [NH2:1][C:2]1[C:3](=[O:10])[C:4]([OH:9])=[CH:5][C:6](=[O:8])[CH:7]=1.C(C1C(=O)C2=C3C=CC=CC3=CN=NC2=CC=1)C=C(CCC=C(CCC=C(C)C)C)C.C1C(C(O)=O)=C[C@@H](O)[C@@H](O)[C@@H]1N.P(OC[C@@H](O)[C@@H](O)C=O)(O)(O)=O.C(C(C(O)=O)=O)[C@@H](O)[C@H](O)[C@H](O)COP(O)(O)=O.P(OC[C@@H](O)[C@@H](O)[C@H](N)CC(=O)C(O)=O)(O)(O)=O.C=C(OP(O)(O)=O)C(O)=O.NC1C=C(C=C(O)C=1)C(O)=O.NC1C(O)=C(C=C(O)C=1)C(O)=O>>[NH2:1][C:2]1[CH:7]=[C:6]([OH:8])[CH:5]=[C:4]([OH:9])[C:3]=1[OH:10]. Procedure details: Biosynthesis of the 2-amino-6-hydroxy-benzoquinone component of the farnesyl dibenzodiazepinone, requires components derived from the aminoshikimate pathway. FIG. 7 depicts the series of enzymatic reactions involved in the biosynthesis of this constituent. ORF 21 (ALDB) (SEQ ID NO: 42) resembles aldolases involved in the generation of precursors of D-erythrose-4-phosphate which is part of the aminoshikimate pathway used for the generation of 2-amino-6-hydroxy-[1,4]-benzoquinone. ORF 33 (DAHP) (S... The reactants are C(#N)C=1C=NC=CC1C (3-cyano-4-methylpyridine), C(C)(C)NC(C)C (Diisopropylamine), C(CCC)[Li] (n-butyl lithium), CCCCCC (hexane), C1CO1 (ethylene oxide). Run in C1CCOC1 (THF), C1CCOC1 (THF). Conditions: temperature 20 celsius, time 15 minute. Product: C(#N)C=1C=NC=CC1CCCO (3-(3-cyanopyridin-4-yl)-1-propanol). The yield is 37.0%. As a reaction SMILES: C(NC(C)C)(C)C.C([Li])CCC.CCCCCC.[C:19]([C:21]1[CH:22]=[N:23][CH:24]=[CH:25][C:26]=1[CH3:27])#[N:20].[CH2:28]1[O:30][CH2:29]1>C1COCC1>[C:19]([C:21]1[CH:22]=[N:23][CH:24]=[CH:25][C:26]=1[CH2:27][CH2:28][CH2:29][OH:30])#[N:20]. Procedure details: Diisopropylamine (2.5 g, 25 mmol) is dissolved in THF (30 ml), and thereto is added a solution of n-butyl lithium in hexane (14.3 ml, 24 mmol) at −70° C. The mixture is stirred for 15 minutes, and thereto is added a solution of 3-cyano-4-methylpyridine (2.4 g, 20 mmol) obtained in Reference Example 33 in THF (20 ml). Ten minutes thereafter, ethylene oxide (1.1 g, 24 mmol) is added to the mixture, and the mixture is warmed to 20° C. over a period of time for one hour. The reaction is quenched wit... Starting materials: C1(=CC=C(C=C1)S(=O)(=O)Cl)C (p-Toluenesulfonyl chloride), C1(=CC=CC=C1)S(=O)(=O)C=CC=1C=CC=2C3=C(C=NC2C1)N=C(N3CCCOC(C)C)COCC (7-(2-Benzenesulfonylvinyl)-2-ethoxymethyl-1-(3-isopropoxypropyl)-1H-imidazo[4,5-c]quinoline), [OH-].[NH4+] (Ammonium hydroxide), ClC=1C=C(C(=O)OO)C=CC1 (3-Chloroperoxybenzoic acid). Solvent: C(Cl)(Cl)Cl (chloroform). Run at time 30 minute. Product: C(C)OCC=1N(C2=C(C(=NC=3C=C(C=CC23)\C=C\S(=O)(=O)C2=CC=CC=C2)N)N1)CCCOC(C)C (2-ethoxymethyl-1-(3-isopropoxypropyl)-7-[(E)-2-(phenylsulfonyl)ethenyl]-1H-imidazo[4,5-c]quinolin-4-amine). RXN SMILES: [C:1]1([S:7]([CH:10]=[CH:11][C:12]2[CH:13]=[CH:14][C:15]3[C:16]4[N:24]([CH2:25][CH2:26][CH2:27][O:28][CH:29]([CH3:31])[CH3:30])[C:23]([CH2:32][O:33][CH2:34][CH3:35])=[N:22][C:17]=4[CH:18]=[N:19][C:20]=3[CH:21]=2)(=[O:9])=[O:8])[CH:6]=[CH:5][CH:4]=[CH:3][CH:2]=1.ClC1C=C(C=CC=1)C(OO)=O.[OH-].[NH4+:48].C1(C)C=CC(S(Cl)(=O)=O)=CC=1>C(Cl)(Cl)Cl>[CH2:34]([O:33][CH2:32][C:23]1[N:24]([CH2:25][CH2:26][CH2:27][O:28][CH:29]([CH3:31])[CH3:30])[C:16]2[C:15]3[CH:14]=[CH:13][C:12](/[CH:11]=[CH:10]/[S:7]([C:1]4[CH:6]=[CH:5][CH:4]=[CH:3][CH:2]=4)(=[O:8])=[O:9])=[CH:21][C:20]=3[N:19]=[C:18]([NH2:48])[C:17]=2[N:22]=1)[CH3:35] |f:2.3|. Procedure details: 7-(2-Benzenesulfonylvinyl)-2-ethoxymethyl-1-(3-isopropoxypropyl)-1H-imidazo[4,5-c]quinoline (0.600 g, 1.22 mmol) was dissolved in chloroform (12 mL). 3-Chloroperoxybenzoic acid (60% purity, 0.351 g, 1.22 mmol) was added. The reaction was stirred for 30 minutes. Ammonium hydroxide (8 mL) was added and the mixture was stirred for 10 minutes. p-Toluenesulfonyl chloride (0.232 g, 1.22 mmol) was added in one portion and the reaction was stirred for an additional 16 hours. The layers were separated an... Reactants: C(C)(C)(C)OC(=O)CN(C(CN(CC(N(CC(=O)OC(C)(C)C)CC(=O)OC(C)(C)C)C)CC(=O)OC(C)(C)C)CC1=CC=C(C=C1)[N+](=O)[O-])CC(=O)OC(C)(C)C (N,N,N′,N″,N″-pentakis[(tert-butoxycarbonyl)methyl]-2-[(4-nitrophenyl)methyl]-6-methyldiethylenetriamine), FC(C(=O)O)(F)F (trifluoroacetic acid). Reaction conditions: time 48 hour. Yields the product FC(C(=O)O)(F)F.C(=O)(O)CN(C(CN(CC(N(CC(=O)O)CC(=O)O)C)CC(=O)O)CC1=CC=C(C=C1)[N+](=O)[O-])CC(=O)O (N,N,N′,N″,N″-Pentakis(carboxymethyl)-2-[(4-nitrophenyl)methyl]-6-methyldiethylenetriamine trifluoroacetic acid salt). Isolated yield 74.8%. RXN SMILES: C([O:5][C:6]([CH2:8][N:9]([CH2:51][C:52]([O:54]C(C)(C)C)=[O:53])[CH:10]([CH2:41][C:42]1[CH:47]=[CH:46][C:45]([N+:48]([O-:50])=[O:49])=[CH:44][CH:43]=1)[CH2:11][N:12]([CH2:33][C:34]([O:36]C(C)(C)C)=[O:35])[CH2:13][CH:14]([CH3:32])[N:15]([CH2:24][C:25]([O:27]C(C)(C)C)=[O:26])[CH2:16][C:17]([O:19]C(C)(C)C)=[O:18])=[O:7])(C)(C)C.[F:59][C:60]([F:65])([F:64])[C:61]([OH:63])=[O:62]>>[F:59][C:60]([F:65])([F:64])[C:61]([OH:63])=[O:62].[C:6]([CH2:8][N:9]([CH2:51][C:52]([OH:54])=[O:53])[CH:10]([CH2:41][C:42]1[CH:47]=[CH:46][C:45]([N+:48]([O-:50])=[O:49])=[CH:44][CH:43]=1)[CH2:11][N:12]([CH2:33][C:34]([OH:36])=[O:35])[CH2:13][CH:14]([CH3:32])[N:15]([CH2:16][C:17]([OH:19])=[O:18])[CH2:24][C:25]([OH:27])=[O:26])([OH:7])=[O:5] |f:2.3|. Reported procedure: A solution containing 5.0 g (6.08 mmol) of N,N,N′,N″,N″-pentakis[(tert-butoxycarbonyl)methyl]-2-[(4-nitrophenyl)methyl]-6-methyldiethylenetriamine in 35 ml of trifluoroacetic acid was allowed to stir at room temperature for 48 h. The solvent was removed under reduced pressure and the resultant solid dried under vacuum to produce 4.02 g of product as a pale yellow solid with a yield of 74.75%. The reactants are C(CCl)Cl (EDC), NC=1C=C2C=CN=CC2=CC1 (6-aminoisoquinoline), NaHCO3(sat), C(C)(C)(C)OC(=O)N(CC(C(=O)O)C1=CC=C(C=C1)CO[Si](C(C)C)(C(C)C)C(C)C)C (3-(tert-butoxycarbonyl(methyl)amino)-2-(4-((triisopropylsilyloxy)methyl)phenyl)propanoic acid). The reagents and catalysts are CN(C)C=1C=CN=CC1 (DMAP). Run in N1=CC=CC=C1 (pyridine). Reaction conditions: time 8 hour. The product is C1=NC=CC2=CC(=CC=C12)NC(C(CN(C(OC(C)(C)C)=O)C)C1=CC=C(C=C1)CO[Si](C(C)C)(C(C)C)C(C)C)=O (tert-butyl 3-(isoquinolin-6-ylamino)-3-oxo-2-(4-((triisopropylsilyloxy)methyl)phenyl)propyl(methyl)carbamate). Reaction SMILES: [C:1]([O:5][C:6]([N:8]([CH3:32])[CH2:9][CH:10]([C:14]1[CH:19]=[CH:18][C:17]([CH2:20][O:21][Si:22]([CH:29]([CH3:31])[CH3:30])([CH:26]([CH3:28])[CH3:27])[CH:23]([CH3:25])[CH3:24])=[CH:16][CH:15]=1)[C:11]([OH:13])=O)=[O:7])([CH3:4])([CH3:3])[CH3:2].C(Cl)CCl.[NH2:37][C:38]1[CH:39]=[C:40]2[C:45](=[CH:46][CH:47]=1)[CH:44]=[N:43][CH:42]=[CH:41]2>N1C=CC=CC=1.CN(C1C=CN=CC=1)C>[CH:44]1[C:45]2[C:40](=[CH:39][C:38]([NH:37][C:11](=[O:13])[CH:10]([C:14]3[CH:15]=[CH:16][C:17]([CH2:20][O:21][Si:22]([CH:26]([CH3:28])[CH3:27])([CH:23]([CH3:25])[CH3:24])[CH:29]([CH3:30])[CH3:31])=[CH:18][CH:19]=3)[CH2:9][N:8]([CH3:32])[C:6](=[O:7])[O:5][C:1]([CH3:3])([CH3:4])[CH3:2])=[CH:47][CH:46]=2)[CH:41]=[CH:42][N:43]=1. Reported procedure: To 3-(tert-butoxycarbonyl(methyl)amino)-2-(4-((triisopropylsilyloxy)methyl)phenyl)propanoic acid (E204) in pyridine was added was added EDC, DMAP, and 6-aminoisoquinoline, and the solution was stirred overnight at room temperature. The mixture was poured into NaHCO3(sat) and extracted with EtOAc. The organics were dried (MgSO4), filtered, and evaporated. Column chromatography (SiO2, 0-6% MeOH/CH2Cl2 gradient) gave pure tert-butyl 3-(isoquinolin-6-ylamino)-3-oxo-2-(4-((triisopropylsilyloxy)methyl...